This data is from the Open Reaction Database (ORD), a public repository of structured organic reaction records. The task is: describe an organic reaction: reactants, conditions, products, and yield Reactants: CCN=C=NCCCN(C)C, CN(Cc1ccc(N)cc1)C1CCOCC1, CN(C)C=O, Cl, On1nnc2ccccc21, O=C(O)C1=Cc2cc(-c3ccc(-n4ccnc4)cc3)ccc2OCC1. The product is CN(Cc1ccc(NC(=O)C2=Cc3cc(-c4ccc(-n5ccnc5)cc4)ccc3OCC2)cc1)C1CCOCC1. Reaction SMILES: [CH2:53]([N:54]=[C:55]=[N:56][CH2:57][CH2:58][CH2:59][N:60]([CH3:61])[CH3:62])[CH3:63].[CH3:26][N:27]([CH:28]1[CH2:29][CH2:30][O:31][CH2:32][CH2:33]1)[CH2:34][c:35]1[cH:36][cH:37][c:38]([NH2:39])[cH:40][cH:41]1.[CH3:64][N:65]([CH3:66])[CH:67]=[O:68].[ClH:52].[OH:42][n:43]1[c:44]2[cH:45][cH:46][cH:47][cH:48][c:49]2[n:50][n:51]1.[n:1]1(-[c:6]2[cH:7][cH:8][c:9](-[c:12]3[cH:13][cH:14][c:15]4[c:16]([cH:25]3)[CH:17]=[C:18]([C:22](=[O:23])[OH:24])[CH2:19][CH2:20][O:21]4)[cH:10][cH:11]2)[cH:2][n:3][cH:4][cH:5]1>>[n:1]1(-[c:6]2[cH:7][cH:8][c:9](-[c:12]3[cH:13][cH:14][c:15]4[c:16]([cH:25]3)[CH:17]=[C:18]([C:22](=[O:23])[NH:39][c:38]3[cH:37][cH:36][c:35]([CH2:34][N:27]([CH3:26])[CH:28]5[CH2:29][CH2:30][O:31][CH2:32][CH2:33]5)[cH:41][cH:40]3)[CH2:19][CH2:20][O:21]4)[cH:10][cH:11]2)[cH:2][n:3][cH:4][cH:5]1. Starting materials: FC(C1=C(C=CC=C1)B(O)O)(F)F (2-(trifluoromethyl)phenyl boronic acid), C(C)OC(=O)C1=C(C2=C(C=N1)C=C(S2)Br)O (2-bromo-7-hydroxy-thieno[3,2-c]pyridine-6-carboxylic acid ethyl ester). Product: C(C)OC(=O)C1=C(C2=C(C=N1)C=C(S2)C2=C(C=CC=C2)C(F)(F)F)O (7-Hydroxy-2-(2-trifluoromethyl-phenyl)-thieno[3,2-c]pyridine-6-carboxylic acid ethyl ester). As a reaction SMILES: [F:1][C:2]([F:13])([F:12])[C:3]1[CH:8]=[CH:7][CH:6]=[CH:5][C:4]=1B(O)O.[CH2:14]([O:16][C:17]([C:19]1[N:24]=[CH:23][C:22]2[CH:25]=[C:26](Br)[S:27][C:21]=2[C:20]=1[OH:29])=[O:18])[CH3:15]>>[CH2:14]([O:16][C:17]([C:19]1[N:24]=[CH:23][C:22]2[CH:25]=[C:26]([C:4]3[CH:5]=[CH:6][CH:7]=[CH:8][C:3]=3[C:2]([F:13])([F:12])[F:1])[S:27][C:21]=2[C:20]=1[OH:29])=[O:18])[CH3:15]. Reported procedure: The title compound was prepared from 2-(trifluoromethyl)phenyl boronic acid and 2-bromo-7-hydroxy-thieno[3,2-c]pyridine-6-carboxylic acid ethyl ester, example 21.d, under conditions analogous to experimental example 21.e; MS: (+) m/z 367.9 (M+1)